describe an organic reaction: reactants, conditions, products, and yield From a dataset of the Open Reaction Database (ORD), a public repository of structured organic reaction records. Starting materials: C(C)N=C=NCCCN(C)C (1-ethyl-3-(3-dimethylaminopropyl)-carbodiimide), NC1=C(C=CC=C1)SCC(C(=O)O)C1=CC=C(C=C1)C(F)(F)F (α-[[(2-aminophenyl)-thio]-methyl]-4-(trifluoromethyl)-benzene acetic acid). Run in C(Cl)Cl (methylene chloride), C(Cl)Cl (methylene chloride). Conditions: time 30 minute. Product: FC(C1=CC=C(C=C1)C1CSC2=C(NC1=O)C=CC=C2)(F)F (2,3-dihydro-3-[4-(trifluoromethyl)-phenyl]-1,5-benzothiazepin-4(5H)-one). The yield is 85.1%. Reaction SMILES: C(N=C=NCCCN(C)C)C.[NH2:12][C:13]1[CH:18]=[CH:17][CH:16]=[CH:15][C:14]=1[S:19][CH2:20][CH:21]([C:25]1[CH:30]=[CH:29][C:28]([C:31]([F:34])([F:33])[F:32])=[CH:27][CH:26]=1)[C:22](O)=[O:23]>C(Cl)Cl>[F:32][C:31]([F:34])([F:33])[C:28]1[CH:29]=[CH:30][C:25]([CH:21]2[C:22](=[O:23])[NH:12][C:13]3[CH:18]=[CH:17][CH:16]=[CH:15][C:14]=3[S:19][CH2:20]2)=[CH:26][CH:27]=1. Procedure: 1.74 g of 1-ethyl-3-(3-dimethylaminopropyl)-carbodiimide were added to 1.55 g of the product of Step A suspended in 25 ml of methylene chloride and the mixture was stirred for 30 minutes. 50 ml of methylene chloride were added, followed by washing with water, and extraction with methylene chloride. The organic phase was dried and concentrated to dryness under reduced pressure to obtain 1.25 g of expected product which after crystallization from isopropanol melted at 195° C.